Dataset: the Open Reaction Database (ORD), a public repository of structured organic reaction records. Task: describe an organic reaction: reactants, conditions, products, and yield Starting materials: COC(=O)C(=Cc1ccc(C#N)cc1OCCNC(=O)OC(C)(C)C)NC(C)=O, Cl, C1COCCO1. The product is COC(=O)C(=Cc1ccc(C#N)cc1OCCN)NC(C)=O, Cl. RXN SMILES: [C:1]([CH3:2])(=[O:3])[NH:4][C:5]([C:6](=[O:7])[O:8][CH3:9])=[CH:10][c:11]1[c:12]([O:19][CH2:20][CH2:21][NH:22][C:23]([O:24][C:25]([CH3:26])([CH3:27])[CH3:28])=[O:29])[cH:13][c:14]([C:17]#[N:18])[cH:15][cH:16]1.[ClH:30].[O:31]1[CH2:32][CH2:33][O:34][CH2:35][CH2:36]1>>[C:1]([CH3:2])(=[O:3])[NH:4][C:5]([C:6](=[O:7])[O:8][CH3:9])=[CH:10][c:11]1[c:12]([O:19][CH2:20][CH2:21][NH2:22])[cH:13][c:14]([C:17]#[N:18])[cH:15][cH:16]1.[ClH:30]. Reactants: C#CCO, CCOC(=O)c1ncn2c1C1CCCN1C(=O)c1c(Cl)cccc1-2, N#C[K]. Product: C#CCOC(=O)c1ncn2c1C1CCCN1C(=O)c1c(Cl)cccc1-2. Reaction SMILES: [CH2:28]([OH:29])[C:30]#[CH:31].[Cl:1][c:2]1[cH:3][cH:4][cH:5][c:6]2[c:7]1[C:8](=[O:24])[N:9]1[CH:10]([c:11]3[n:12]-2[cH:13][n:14][c:15]3[C:16](=[O:17])[O:18][CH2:19][CH3:20])[CH2:21][CH2:22][CH2:23]1.[K:25][C:26]#[N:27]>>[Cl:1][c:2]1[cH:3][cH:4][cH:5][c:6]2[c:7]1[C:8](=[O:24])[N:9]1[CH:10]([c:11]3[n:12]-2[cH:13][n:14][c:15]3[C:16](=[O:17])[O:18][CH2:19][C:20]#[CH:26])[CH2:21][CH2:22][CH2:23]1. As a reaction SMILES: [Br:1][C:2]1[CH:15]=[CH:14][C:5]([CH2:6][N:7]2[CH2:12][CH2:11][CH:10]([OH:13])[CH2:9][CH2:8]2)=[CH:4][CH:3]=1.CN(C1C=CC=CN=1)C.[F:25][C:26]1[CH:34]=[CH:33][C:29]([C:30](O)=[O:31])=[CH:28][CH:27]=1.Cl.C(N=C=NCCCN(C)C)C>CN(C)C=O>[F:25][C:26]1[CH:34]=[CH:33][C:29]([C:30]([O:13][CH:10]2[CH2:9][CH2:8][N:7]([CH2:6][C:5]3[CH:4]=[CH:3][C:2]([Br:1])=[CH:15][CH:14]=3)[CH2:12][CH2:11]2)=[O:31])=[CH:28][CH:27]=1 |f:3.4|. Product: FC1=CC=C(C(=O)OC2CCN(CC2)CC2=CC=C(C=C2)Br)C=C1 (1-(4-bromo-benzyl)-piperidin-4-yl 4-fluoro-benzoate). Run at time 18 hour. The yield is 75.8%. Procedure details: 0.428 g (0.00184 mol) of 1-(4-bromo-benzyl)-piperidin-4-ol was dissolved in 8 ml of dimethylformamide and treated with 0.097 g (0.00079 mol) of dimethylaminopyridine and 0.222 g (0.00158 mol) of 4-fluoro-benzoic acid. The mixture was cooled to 0° and 0.334 g (0.00174 mol) of N-ethyl-N'-(3-dimethylaminopropyl)-carbodiimide hydrochloride was added. The mixture was warmed to room temperature and stirred for 18 hrs. The solvent was distilled off and the residue was taken up in ethyl acetate and trea... Starting materials: Cl.C(C)N=C=NCCCN(C)C (N-ethyl-N'-(3-dimethylaminopropyl)-carbodiimide hydrochloride), CN(C)C1=NC=CC=C1 (dimethylaminopyridine), FC1=CC=C(C(=O)O)C=C1 (4-fluoro-benzoic acid), BrC1=CC=C(CN2CCC(CC2)O)C=C1 (1-(4-bromo-benzyl)-piperidin-4-ol). Solvent: CN(C=O)C (dimethylformamide). Reactants: BrCCC1=CNC2=CC=CC=C12 (3-(2-bromoethyl)-indole), O(C1=CC=CC=C1)CC1CCNCC1 (4-phenoxymethylpiperidine), C(C)N(C(C)C)C(C)C (N-ethyl-diisopropylamine). Solvent: O1CCOCC1 (dioxane). Yields the product N1C=CC2=CC=CC=C12 (indole). The yield is 41.0%. RXN SMILES: BrCC[C:4]1[C:12]2[C:7](=[CH:8][CH:9]=[CH:10][CH:11]=2)[NH:6][CH:5]=1.O(CC1CCNCC1)C1C=CC=CC=1.C(N(C(C)C)C(C)C)C>O1CCOCC1>[NH:6]1[C:7]2[C:12](=[CH:11][CH:10]=[CH:9][CH:8]=2)[CH:4]=[CH:5]1. Reported procedure: A mixture of 8.96 g (0.04 mole) of 3-(2-bromoethyl)-indole, 7.65 g (0.04 mole) of 4-phenoxymethylpiperidine, 7.76 g (0.06 mole) of N-ethyl-diisopropylamine and 100 ml of dioxane is heated under reflux for 9 hours. After cooling, the reaction mixture is filtered, the filtrate is evaporated in a vacuum and the residue is taken up in diethy ether, washed with water, dried over anhydrous sodium sulfate and evaporated. After recrystallization from isopropanol/ligroin, there are obtained 5.55 g of 3-[... The reactants are CCOC(=O)c1cc2cc([N+](=O)[O-])ccc2[nH]1, [Na+], [OH-], O. Yields the product O=C(O)c1cc2cc([N+](=O)[O-])ccc2[nH]1. Reaction SMILES: [N+:1](=[O:2])([O-:3])[c:4]1[cH:5][c:6]2[cH:7][c:8]([C:13](=[O:14])[O:15][CH2:16][CH3:17])[nH:9][c:10]2[cH:11][cH:12]1.[Na+:19].[OH-:18].[OH2:20]>>[N+:1](=[O:2])([O-:3])[c:4]1[cH:5][c:6]2[cH:7][c:8]([C:13](=[O:14])[OH:15])[nH:9][c:10]2[cH:11][cH:12]1. Starting materials: NC1CN(CCC1)CC (3-amino-1-ethylpiperidine), [N+](=O)([O-])C=1C=C2C(C(=O)OC2=O)=CC1 (4-nitrophthalic anhydride), Cl (hydrochloride), Cl (hydrogen chloride). Run in C(Cl)(Cl)Cl (chloroform), C(Cl)(Cl)Cl (chloroform), C(C)(C)O (isopropanol). The product is C(C)N1CC(CCC1)N1C(C=2C(C1=O)=CC(=CC2)[N+](=O)[O-])=O (1-Ethyl-3-(4-nitrophthalimido)piperidine). As a reaction SMILES: [NH2:1][CH:2]1[CH2:7][CH2:6][CH2:5][N:4]([CH2:8][CH3:9])[CH2:3]1.[N+:10]([C:13]1[CH:14]=[C:15]2[C:20](=O)[O:19][C:17](=[O:18])[C:16]2=[CH:22][CH:23]=1)([O-:12])=[O:11].Cl>C(Cl)(Cl)Cl.C(O)(C)C>[CH2:8]([N:4]1[CH2:5][CH2:6][CH2:7][CH:2]([N:1]2[C:20](=[O:19])[C:15]3=[CH:14][C:13]([N+:10]([O-:12])=[O:11])=[CH:23][CH:22]=[C:16]3[C:17]2=[O:18])[CH2:3]1)[CH3:9]. Reported procedure: 6.40 Grams of 3-amino-1-ethylpiperidine in 150 milliliters of chloroform were added to a suspension of 9.65 grams of 4-nitrophthalic anhydride in 100 milliliters of chloroform. The solution formed was stirred at room temperature for twenty minutes and evaporated to dryness. The gummy residue was dissolved in 50 milliliters of acetic anhydride and the mixture was heated to 100° C. for thirty-five minutes. The excess acetic anhydride was distilled and the residue extracted into 100 milliliters of ... The product is C(C=C)N1C(=C2CCN(C(C2=C(C1=O)O)=O)CC1=CC(=C(C=C1)F)Cl)C(=O)OC (Methyl 2-(allyl)-6-(3-chloro-4-fluorobenzyl)-4-hydroxy-3,5-dioxo-2,3,5,6,7,8-hexahydro-2,6-naphthyridine-1-carboxylate). As a reaction SMILES: [Cl:1][C:2]1[CH:3]=[C:4]([CH:24]=[CH:25][C:26]=1[F:27])[CH2:5][N:6]1[CH2:15][CH2:14][C:13]2[C:12]([C:16](N(C)C)=[O:17])=[N:11][C:10]([OH:21])=[C:9]([OH:22])[C:8]=2[C:7]1=[O:23].[CH3:28][O-:29].[Mg+2].C[O-].[CH2:33](Br)[CH:34]=[CH2:35].Cl>CO.CS(C)=O>[CH2:33]([N:11]1[C:10](=[O:21])[C:9]([OH:22])=[C:8]2[C:13]([CH2:14][CH2:15][N:6]([CH2:5][C:4]3[CH:24]=[CH:25][C:26]([F:27])=[C:2]([Cl:1])[CH:3]=3)[C:7]2=[O:23])=[C:12]1[C:16]([O:29][CH3:28])=[O:17])[CH:34]=[CH2:35] |f:1.2.3|. Procedure details: A mixture of 6-(3-chloro-4-fluorobenzyl)-3,4-dihydroxy-N,N-dimethyl-5-oxo-5,6,7,8-tetrahydro-2,6-naphthyridine-1-carboxamide (3.99 g, 10.511 mmol; Example 1, step 9) and magnesium methoxide in methanol (52.4 mL, 6-10% methanol solution available from Aldrich) in DMSO (100 mL) was heated at 60° C. for 30 minutes. Methanol was exhaustively removed under vacuum over 45 minutes. The residual DMSO solution was treated with allyl bromide (3.810 g, 31.52 mmol) and stirred at room temperature under an a... Solvent: CO (methanol), CS(=O)C (DMSO), CS(=O)C (DMSO). Reaction conditions: temperature 60 celsius, time 8 hour. Reactants: ClC=1C=C(CN2C(C=3C(=C(N=C(C3CC2)C(=O)N(C)C)O)O)=O)C=CC1F (6-(3-chloro-4-fluorobenzyl)-3,4-dihydroxy-N,N-dimethyl-5-oxo-5,6,7,8-tetrahydro-2,6-naphthyridine-1-carboxamide), C[O-].[Mg+2].C[O-] (magnesium methoxide), Cl (hydrochloric acid), C(C=C)Br (allyl bromide).